This data is from the Open Reaction Database (ORD), a public repository of structured organic reaction records. The task is: describe an organic reaction: reactants, conditions, products, and yield Starting materials: Cc1ccccc1, Clc1ncccc1-c1ccncn1, Nc1ccc(F)c([N+](=O)[O-])c1, [K+], [K+], O=C([O-])[O-], CC(=O)[O-], CC(=O)[O-], O, [Pd+2]. Product: O=[N+]([O-])c1cc(Nc2ncccc2-c2ccncn2)ccc1F. RXN SMILES: [CH3:31][c:32]1[cH:33][cH:34][cH:35][cH:36][cH:37]1.[Cl:1][c:2]1[n:3][cH:4][cH:5][cH:6][c:7]1-[c:8]1[n:9][cH:10][n:11][cH:12][cH:13]1.[F:14][c:15]1[c:16]([N+:22](=[O:23])[O-:24])[cH:17][c:18]([NH2:21])[cH:19][cH:20]1.[K+:25].[K+:26].[O-:27][C:28]([O-:29])=[O:30].[O-:40][C:41]([CH3:42])=[O:43].[O-:44][C:45]([CH3:46])=[O:47].[OH2:38].[Pd+2:39]>>[c:2]1([NH:21][c:18]2[cH:17][c:16]([N+:22](=[O:23])[O-:24])[c:15]([F:14])[cH:20][cH:19]2)[n:3][cH:4][cH:5][cH:6][c:7]1-[c:8]1[n:9][cH:10][n:11][cH:12][cH:13]1.